This data is from the Open Reaction Database (ORD), a public repository of structured organic reaction records. The task is: describe an organic reaction: reactants, conditions, products, and yield The reactants are FC1=C(C=CC(=C1)F)[C@@]1(O[C@H]1C)CN1N=CN=C1 ((2R,3S)-2-(2,4-difluorophenyl)-3-methyl-2-[(1H-1,2,4-triazol-1-yl)methyl]oxirane), SCCC(=O)OC (methyl 3-mercaptopropionate), C[O-].[Na+].CO (sodium methoxide methanol), SCCC(=O)OC (methyl 3-mercaptopropionate), C[O-].[Na+].CO (sodium methoxide methanol). Run in CO (methanol). Run at time 3.5 hour. Product: FC1=C(C=CC(=C1)F)[C@@](CN1N=CN=C1)([C@@H](C)S)O ((2R,3R)-2-(2,4-difluorophenyl)-3-mercapto-1-(1H-1,2,4-triazol-1-yl)-2-butanol). Reaction SMILES: [F:1][C:2]1[CH:7]=[C:6]([F:8])[CH:5]=[CH:4][C:3]=1[C@@:9]1([CH2:13][N:14]2[CH:18]=[N:17][CH:16]=[N:15]2)[C@H:11]([CH3:12])[O:10]1.[SH:19]CCC(OC)=O.C[O-].[Na+].CO>CO>[F:1][C:2]1[CH:7]=[C:6]([F:8])[CH:5]=[CH:4][C:3]=1[C@:9]([OH:10])([C@H:11]([SH:19])[CH3:12])[CH2:13][N:14]1[CH:18]=[N:17][CH:16]=[N:15]1 |f:2.3.4|. Reported procedure: In methanol (10 ml) were dissolved (2R,3S)-2-(2,4-difluorophenyl)-3-methyl-2-[(1H-1,2,4-triazol-1-yl)methyl]oxirane (0.40 g), methyl 3-mercaptopropionate (1.42 ml) and 28% sodium methoxide-methanol (1.25 ml) and the solution was refluxed. After 2 and after 3.5 hours, (0.53 ml and 0.32 ml each of) methyl 3-mercaptopropionate were added, and after 2.5 minutes, 28% sodium methoxide-methanol (0.63 ml) was added. At 4.5 hours after the beginning of heating, the oil bath was removed and the reaction m... Reactants: OCC1(CCC2=C(O1)C(=C(C=C2C)C)C)C (2-hydroxymethyl-2,5,7,8-tetramethyl-3,4-dihydro-2H-benzo[1,2-b]pyran), CN(C=O)C (dimethylformamide), [H-].[Al+3].[Li+].[H-].[H-].[H-] (lithium aluminum hydride), [Si](C)(C)(C(C)(C)C)Cl (t-butyldimethylsilyl chloride). The solvent is O (water). Reaction conditions: time 23 hour. Yields the product [Si](C)(C)(C(C)(C)C)OCC1(CCC2=C(O1)C(=C(C(=C2C)O)C)C)C (2-(t-butyldimethylsilyloxymethyl)-6-hydroxy-2,5,7,8-tetramethyl-3,4-dihydro-2H-benzo[1,2-b]pyran). The yield is 83.8%. Reaction SMILES: [OH:1][CH2:2][C:3]1([CH3:16])[O:8][C:7]2[C:9]([CH3:15])=[C:10]([CH3:14])[CH:11]=[C:12]([CH3:13])[C:6]=2[CH2:5][CH2:4]1.[H-].[Al+3].[Li+].[H-].[H-].[H-].[Si:23](Cl)([C:26]([CH3:29])([CH3:28])[CH3:27])([CH3:25])[CH3:24].CN(C)C=[O:34]>O>[Si:23]([O:1][CH2:2][C:3]1([CH3:16])[O:8][C:7]2[C:9]([CH3:15])=[C:10]([CH3:14])[C:11]([OH:34])=[C:12]([CH3:13])[C:6]=2[CH2:5][CH2:4]1)([C:26]([CH3:29])([CH3:28])[CH3:27])([CH3:25])[CH3:24] |f:1.2.3.4.5.6|. Procedure: A solution of 6-hydroxy,-2-hydroxymethyl-2,5,7,8-tetramethyl-3,4-dihydro-2H-benzo[1,2-b]pyran, (3.14 g, 46.1 mmol), prepared by the reduction of the commercially available acid (Aldrich) using lithium aluminum hydride, and t-butyldimethylsilyl chloride (3.06 g, 20.3 mmol) in dimethylformamide (10 mL) was stirred at room temperature for 23 hours. The reaction mixture was diluted with water (200 mL) and the product extracted with ethyl acetate (4×50 mL). The combined organic extracts were dried ov...